From a dataset of the Open Reaction Database (ORD), a public repository of structured organic reaction records. describe an organic reaction: reactants, conditions, products, and yield Yields the product COC1=CC=C(CN2N=CC(=C(C2=O)C=O)N2CCOCC2)C=C1 (2-(4-Methoxybenzyl)-5-morpholino-3-oxo-2,3-dihydropyridazine-4-carbaldehyde). Run at time 30 minute. Procedure: A solution of 2-(4-methoxybenzyl)-5-(morpholin-4-yl)pyridazin-3(2H)-one (6.22 g, 20.60 mmol) in dry DMF (60 ml) was cooled to 5° C., then a solution of POCl3 (4.21 ml, 45.1 mmol) in dry DMF (12 ml) was added dropwise. The cooling bath was removed and the mixture was stirred at room temperature for 30 min. Then, the temperature was raised to 70° C. and stirring was continued for 80 min. After cooling, the volatile components were removed under reduced pressure and the residue was treated with cru... Starting materials: COC1=CC=C(CN2N=CC(=CC2=O)N2CCOCC2)C=C1 (2-(4-methoxybenzyl)-5-(morpholin-4-yl)pyridazin-3(2H)-one), CN(C)C=O (DMF), O=P(Cl)(Cl)Cl (POCl3), CN(C)C=O (DMF). Reaction SMILES: [CH3:1][O:2][C:3]1[CH:22]=[CH:21][C:6]([CH2:7][N:8]2[C:13](=[O:14])[CH:12]=[C:11]([N:15]3[CH2:20][CH2:19][O:18][CH2:17][CH2:16]3)[CH:10]=[N:9]2)=[CH:5][CH:4]=1.O=P(Cl)(Cl)Cl.CN([CH:31]=[O:32])C>>[CH3:1][O:2][C:3]1[CH:4]=[CH:5][C:6]([CH2:7][N:8]2[C:13](=[O:14])[C:12]([CH:31]=[O:32])=[C:11]([N:15]3[CH2:16][CH2:17][O:18][CH2:19][CH2:20]3)[CH:10]=[N:9]2)=[CH:21][CH:22]=1. The reactants are COCCCCc1c(C(=O)OC)nc(C)n1-c1ccccc1, CO, [Li+], [OH-], O. The product is COCCCCc1c(C(=O)O)nc(C)n1-c1ccccc1. Reaction SMILES: [CH3:1][O:2][CH2:3][CH2:4][CH2:5][CH2:6][c:7]1[c:8]([C:19](=[O:20])[O:21][CH3:22])[n:9][c:10]([CH3:18])[n:11]1-[c:12]1[cH:13][cH:14][cH:15][cH:16][cH:17]1.[CH3:26][OH:27].[Li+:25].[OH-:24].[OH2:23]>>[CH3:1][O:2][CH2:3][CH2:4][CH2:5][CH2:6][c:7]1[c:8]([C:19](=[O:20])[OH:21])[n:9][c:10]([CH3:18])[n:11]1-[c:12]1[cH:13][cH:14][cH:15][cH:16][cH:17]1. The reactants are C1=CC=CC=2C3=CC=CC=C3C(C12)COC(N[C@@H](CC1=CC2=CC=CC=C2C=C1)C(NC1=C(C=C(C=C1)I)F)=O)=O ([(S)-1-(2-fluoro-4-iodo-phenylcarbamoyl)-2-naphthalen-2-yl-ethyl]-carbamic acid 9H-fluoren-9-ylmethyl ester), N1CCCCC1 (piperidine). Run in ClCCl (dichloromethane). Run at time 1 hour. Product: N[C@H](C(=O)NC1=C(C=C(C=C1)I)F)CC1=CC2=CC=CC=C2C=C1 ((S)-2-amino-N-(2-fluoro-4-iodo-phenyl)-3-naphthalen-2-yl-propionamide). Isolated yield 56.1%. As a reaction SMILES: C1C2C(COC(=O)[NH:17][C@H:18]([C:30](=[O:40])[NH:31][C:32]3[CH:37]=[CH:36][C:35]([I:38])=[CH:34][C:33]=3[F:39])[CH2:19][C:20]3[CH:29]=[CH:28][C:27]4[C:22](=[CH:23][CH:24]=[CH:25][CH:26]=4)[CH:21]=3)C3C(=CC=CC=3)C=2C=CC=1.N1CCCCC1>ClCCl>[NH2:17][C@@H:18]([CH2:19][C:20]1[CH:29]=[CH:28][C:27]2[C:22](=[CH:23][CH:24]=[CH:25][CH:26]=2)[CH:21]=1)[C:30]([NH:31][C:32]1[CH:37]=[CH:36][C:35]([I:38])=[CH:34][C:33]=1[F:39])=[O:40]. Procedure: To a solution of [(S)-1-(2-fluoro-4-iodo-phenylcarbamoyl)-2-naphthalen-2-yl-ethyl]-carbamic acid 9H-fluoren-9-ylmethyl ester (1.05 g, 1.60 mmol) in dichloromethane (24 mL) was added piperidine (6 mL) and the mixture stirred at room temperature for 1 hour. After removal of the solvent, the residue was purified by chromatography over silica gel gradient eluted from 100% hexane up to 40% ethyl acetate/60% hexane in 30 minutes. Concentration of the product containing fractions gave (S)-2-amino-N-(2-... The reactants are Cl (HCl), [OH-].[Na+] (NaOH), C(C)OC(CCNC(=O)C1=NC=C(C=N1)NC(CC(C)C)C1=CC=C(C=C1)C1=CC=C(C=C1)C(F)(F)F)=O (3-({5-[3-methyl-1-(4′-trifluoromethyl-biphenyl-4-yl)-butylamino]-pyrimidine-2-carbonyl}-amino)-propionic acid ethyl ester), FC(C1=CC=C(C=C1)C1=NC=C(C=N1)C=O)(F)F (2(4-(trifluoromethyl)phenyl)pyrimidine-5-carbaldehyde). Solvent: CO (methanol), O1CCCC1 (tetrahydrofuran). Conditions: time 10 minute. Yields the product CC(CC(C1=CC=C(C=C1)C1=CC=C(C=C1)C(F)(F)F)NC=1C=NC(=NC1)C(=O)NCCC(=O)O)C (3-({5-[3-methyl-1-(4′-trifluoromethyl-biphenyl-4-yl)-butylamino]-pyrimidine-2-carbonyl}-amino)-propionic acid). Isolated yield 78.0%. RXN SMILES: C([O:3][C:4](=[O:38])[CH2:5][CH2:6][NH:7][C:8]([C:10]1[N:15]=[CH:14][C:13]([NH:16][CH:17]([C:22]2[CH:27]=[CH:26][C:25]([C:28]3[CH:33]=[CH:32][C:31]([C:34]([F:37])([F:36])[F:35])=[CH:30][CH:29]=3)=[CH:24][CH:23]=2)[CH2:18][CH:19]([CH3:21])[CH3:20])=[CH:12][N:11]=1)=[O:9])C.FC(F)(F)C1C=CC(C2N=CC(C=O)=CN=2)=CC=1.[OH-].[Na+].Cl>O1CCCC1.CO>[CH3:20][CH:19]([CH3:21])[CH2:18][CH:17]([NH:16][C:13]1[CH:12]=[N:11][C:10]([C:8]([NH:7][CH2:6][CH2:5][C:4]([OH:38])=[O:3])=[O:9])=[N:15][CH:14]=1)[C:22]1[CH:27]=[CH:26][C:25]([C:28]2[CH:29]=[CH:30][C:31]([C:34]([F:36])([F:35])[F:37])=[CH:32][CH:33]=2)=[CH:24][CH:23]=1 |f:2.3|. Procedure details: 3-({5-[3-methyl-1-(4′-trifluoromethyl-biphenyl-4-yl)-butylamino]-pyrimidine-2-carbonyl}-amino)-propionic acid ethyl ester Peak 2 (150 mg, 0.284 mmol) was dissolved in tetrahydrofuran (3 mL) and methanol (1 mL), and 1.0 M NaOH (1 mL) was added. This was stirred at room temperature for 10 min. The reaction brought to pH 4 with 1 N HCl. This was extracted twice with ethyl acetate. The combined organics were dried over MgSO4 and concentrated in vacuo to give an oil. The material was triturated with ... The reactants are C1(\C=C/C(=O)O1)=O (Maleic Anhydride), C1(=CC=CC=C1)C=1C2(CCC(C1)C2)CC (Phenyl Ethyl Norbornene), CC(C)(C#N)N=NC(C)(C)C#N (AIBN), [OH-].[Na+] (NaOH), CO (MeOH). The solvent is C1CCOC1 (THF), C1CCOC1 (THF). Conditions: temperature 60 celsius, time 24 hour. Product: C1(\C=C/C(=O)O1)=O.C1(=CC=CC=C1)C=1C2(CCC(C1)C2)CC (MA PENB). RXN SMILES: [C:1]1(=[O:7])[O:6][C:4](=[O:5])[CH:3]=[CH:2]1.[C:8]1([C:14]2[C:15]3([CH2:21][CH3:22])[CH2:20][CH:18]([CH:19]=2)[CH2:17][CH2:16]3)[CH:13]=[CH:12][CH:11]=[CH:10][CH:9]=1.CC(N=NC(C#N)(C)C)(C#N)C.[OH-].[Na+].CO>C1COCC1>[C:4]1(=[O:5])[O:6][C:1](=[O:7])[CH:2]=[CH:3]1.[C:8]1([C:14]2[C:15]3([CH2:21][CH3:22])[CH2:20][CH:18]([CH:19]=2)[CH2:17][CH2:16]3)[CH:13]=[CH:12][CH:11]=[CH:10][CH:9]=1 |f:3.4,7.8|. Procedure details: Maleic Anhydride (MA, 14.7 g, 150 mmol), Phenyl Ethyl Norbornene (PENB, 29.7 g, 150 mmol) and AIBN (2.5 g, 15.0 mmol) was dissolved in THF (27.1 g) and charged to a reaction vessel. The solution was sparged with nitrogen for 10 min to remove oxygen and then heated to 60° C. The mixture was allowed to stir at 60° C. for 24 hr, after which the solution was diluted to 20 wt % with 148.04 g of THF. The resulting solution was added to the suspension of NaOH (6.6 g, 165 mmol), MeOH (24.0 g, 750 mmol) ... Starting materials: ClC1=CC(=C(N=N1)OC1=C(C=CC=C1C)C1CC1)O (6-chloro-3-(2-cyclopropyl-6-methylphenoxy)-4-pyridazinol), CC(=O)C (acetone), C([O-])([O-])=O.[K+].[K+] (potassium carbonate), resultant mixture, N1(CCOCC1)C(=O)Cl (morpholinecarbonyl chloride). Solvent: O (water). Product: N1(CCOCC1)C(=O)OC1=C(N=NC(=C1)Cl)OC1=C(C=CC=C1C)C1CC1 (6-chloro-3-(2-cyclopropyl-6-methylphenoxy)-4-pyridazinyl morpholine-4-carboxylate). Yield: 99.2%. RXN SMILES: [Cl:1][C:2]1[N:7]=[N:6][C:5]([O:8][C:9]2[C:14]([CH3:15])=[CH:13][CH:12]=[CH:11][C:10]=2[CH:16]2[CH2:18][CH2:17]2)=[C:4]([OH:19])[CH:3]=1.CC(C)=O.C(=O)([O-])[O-].[K+].[K+].[N:30]1([C:36](Cl)=[O:37])[CH2:35][CH2:34][O:33][CH2:32][CH2:31]1>O>[N:30]1([C:36]([O:19][C:4]2[CH:3]=[C:2]([Cl:1])[N:7]=[N:6][C:5]=2[O:8][C:9]2[C:14]([CH3:15])=[CH:13][CH:12]=[CH:11][C:10]=2[CH:16]2[CH2:18][CH2:17]2)=[O:37])[CH2:35][CH2:34][O:33][CH2:32][CH2:31]1 |f:2.3.4|. Procedure details: To 19.0 g (68.8 mmol) of 6-chloro-3-(2-cyclopropyl-6-methylphenoxy)-4-pyridazinol were added 51.3 g of acetone and 10.5 g (75.7 mmol) of potassium carbonate, and the resultant mixture was stirred at 30° C. To the mixture was added dropwise 11.3 g (75.7 mmol) of morpholinecarbonyl chloride over one hour. The reaction mixture was subjected to reaction at 30° C. for 5 hours. After completion of the reaction, pure water was added to the reaction mixture to deposit solids, and then the solids were ta... Starting materials: [H][H] (hydrogen), 12, COC1=CC=C(C=C1)N1CCN(CC1)C1=CC=C(C=C1)[N+](=O)[O-] (1-(4-methoxyphenyl)-4-(4-nitrophenyl)piperazine), CO (methanol). The reagents and catalysts are [Pd] (palladium-on-charcoal). Solvent: O1CCCC1 (tetrahydrofuran). The product is COC1=CC=C(C=C1)N1CCN(CC1)C1=CC=C(C=C1)N (4-[4-(4-methoxyphenyl)-1-piperazinyl]benzenamine). Isolated yield 74.0%. RXN SMILES: [CH3:1][O:2][C:3]1[CH:8]=[CH:7][C:6]([N:9]2[CH2:14][CH2:13][N:12]([C:15]3[CH:20]=[CH:19][C:18]([N+:21]([O-])=O)=[CH:17][CH:16]=3)[CH2:11][CH2:10]2)=[CH:5][CH:4]=1.CO.[H][H]>[Pd].O1CCCC1>[CH3:1][O:2][C:3]1[CH:4]=[CH:5][C:6]([N:9]2[CH2:14][CH2:13][N:12]([C:15]3[CH:20]=[CH:19][C:18]([NH2:21])=[CH:17][CH:16]=3)[CH2:11][CH2:10]2)=[CH:7][CH:8]=1. Procedure: A mixture of 12 parts of 1-(4-methoxyphenyl)-4-(4-nitrophenyl)piperazine, 200 parts of methanol and 225 parts of tetrahydrofuran is hydrogenated at normal pressure and at room temperature with 2 parts of palladium-on-charcoal catalyst 10%. After the calculated amount of hydrogen is taken up, the catalyst is filtered off and washed with N,N-dimethylacetamide. The filtrate is poured onto water. The precipitated product is filtered off and crystallized from 1-butanol, yielding 8 parts (74%) of 4-[4... Reactants: S(=O)(Cl)Cl (thionyl chloride), N#N (N2), NC1=CC=C(C(=O)O)C=C1 (4-aminobenzoic acid), CO (MeOH). Reaction conditions: time 4 hour. Yields the product NC1=CC=C(C(=O)OC)C=C1 (methyl 4-aminobenzoate). Yield: 92.1%. RXN SMILES: [NH2:1][C:2]1[CH:10]=[CH:9][C:5]([C:6]([OH:8])=[O:7])=[CH:4][CH:3]=1.S(Cl)(Cl)=O.N#N.[CH3:17]O>>[NH2:1][C:2]1[CH:10]=[CH:9][C:5]([C:6]([O:8][CH3:17])=[O:7])=[CH:4][CH:3]=1. Procedure details: 2.1 g (15.6 mmol) of 4-aminobenzoic acid was dissolved in anhydrous MeOH, added 14.47 g (123.3 mmol) of thionyl chloride dropwise under N2 while stirring at rt. After dtiring for four hours, solvents were removed and redissolved in 100 mL EtOAc and 40 mL of saturated NaHCO3 aq, stirred 30 min, separated and washed with 3×20 mL water. Organics were dried yielding 2.17 g (yield 92.1%) of methyl 4-aminobenzoate. 1H NMR (300 MHz, CDCl3): 7.88 (2H, d, J=8.6 Hz), 6.66 (2H, d, J=8.6 Hz), 4.19 (2H, broa...